Dataset: the Open Reaction Database (ORD), a public repository of structured organic reaction records. Task: describe an organic reaction: reactants, conditions, products, and yield The reactants are C(C)OCC (diethyl ether), O1CCOCC1 (dioxane), NC1=NNC2=CC=CC(=C12)Cl (3-amino-4-chloroindazole), C1(C=2C(C(=O)O1)=CC=CC2)=O (phthalic anhydride). The solvent is O (water). Yields the product C1(C=2C(C(N1C1=NNC3=CC=CC(=C13)Cl)=O)=CC=CC2)=O (3-phthalimido-4-chloroindazole). Yield: 99.1%. RXN SMILES: O1CCOCC1.[NH2:7][C:8]1[C:16]2[C:11](=[CH:12][CH:13]=[CH:14][C:15]=2[Cl:17])[NH:10][N:9]=1.[C:18]1(=O)[O:23][C:21](=[O:22])[C:20]2=[CH:24][CH:25]=[CH:26][CH:27]=[C:19]12.C(OCC)C>O>[C:18]1(=[O:23])[N:7]([C:8]2[C:16]3[C:11](=[CH:12][CH:13]=[CH:14][C:15]=3[Cl:17])[NH:10][N:9]=2)[C:21](=[O:22])[C:20]2=[CH:24][CH:25]=[CH:26][CH:27]=[C:19]12. Procedure: To 50 ml of dioxane were added 5.66 g of 3-amino-4-chloroindazole thus obtained and 6.68 g of phthalic anhydride, and the mixture was stirred for 5 hours at 120° C. After the mixture was condensed under reduced pressure, the condensed residue was added with 30 ml of diethyl ether and stirred under cooling with ice and water for 30 minutes to separate crystals. Then the crystals were obtained by filtration and dried under reduced pressure to give 9.96 g of 3-phthalimido-4-chloroindazole having th... The reactants are CCO, Nc1ccc(C(=O)Nc2ccc3ccccc3n2)cc1[N+](=O)[O-]. Product: Nc1ccc(C(=O)Nc2ccc3ccccc3n2)cc1N. RXN SMILES: [CH3:24][CH2:25][OH:26].[NH2:1][c:2]1[c:3]([N+:21]([O-:22])=[O:23])[cH:4][c:5]([C:6](=[O:7])[NH:8][c:9]2[n:10][c:11]3[cH:12][cH:13][cH:14][cH:15][c:16]3[cH:17][cH:18]2)[cH:19][cH:20]1>>[NH2:1][c:2]1[c:3]([NH2:21])[cH:4][c:5]([C:6](=[O:7])[NH:8][c:9]2[n:10][c:11]3[cH:12][cH:13][cH:14][cH:15][c:16]3[cH:17][cH:18]2)[cH:19][cH:20]1. Reactants: Fc1cccc(Br)c1, CC1CCCC(=O)C1, CCOCC, Cl, [Mg], O. Yields the product CC1CCCC(O)(c2cccc(F)c2)C1. RXN SMILES: [Br:1][c:2]1[cH:3][c:4]([F:8])[cH:5][cH:6][cH:7]1.[CH3:10][CH:11]1[CH2:12][C:13](=[O:17])[CH2:14][CH2:15][CH2:16]1.[CH3:19][CH2:20][O:21][CH2:22][CH3:23].[ClH:18].[Mg:9].[OH2:24]>>[c:2]1([C:13]2([OH:17])[CH2:12][CH:11]([CH3:10])[CH2:16][CH2:15][CH2:14]2)[cH:3][c:4]([F:8])[cH:5][cH:6][cH:7]1. Reactants: Cl (hydrogen chloride), ClC1=C(C=CC(=C1)Cl)CCNC1=CC(=NC(=N1)OC)C=1C=C(C(=O)O)C=CC1 (3-{6-[2-(2,4-dichloro-phenyl)-ethylamino]-2-methoxy-pyrimidin-4-yl}-benzoic acid). Run in CCOC(=O)C (EtOAc), C(Cl)Cl (DCM), CO (MeOH), C(C)#N.O.Cl (acetonitrile water hydrochloric acid). The product is Cl.ClC1=C(C=CC(=C1)Cl)CCNC1=CC(=NC(=N1)OC)C=1C=C(C(=O)O)C=CC1 (3-{6-[2-(2,4-dichloro-phenyl)-ethylamino]-2-methoxy-pyrimidin-4-yl}-benzoic acid hydrochloride). The yield is 158.2%. As a reaction SMILES: [Cl:1][C:2]1[CH:7]=[C:6]([Cl:8])[CH:5]=[CH:4][C:3]=1[CH2:9][CH2:10][NH:11][C:12]1[N:17]=[C:16]([O:18][CH3:19])[N:15]=[C:14]([C:20]2[CH:21]=[C:22]([CH:26]=[CH:27][CH:28]=2)[C:23]([OH:25])=[O:24])[CH:13]=1.Cl>C(Cl)Cl.CO.CCOC(C)=O.C(#N)C.O.Cl>[ClH:1].[Cl:1][C:2]1[CH:7]=[C:6]([Cl:8])[CH:5]=[CH:4][C:3]=1[CH2:9][CH2:10][NH:11][C:12]1[N:17]=[C:16]([O:18][CH3:19])[N:15]=[C:14]([C:20]2[CH:21]=[C:22]([CH:26]=[CH:27][CH:28]=2)[C:23]([OH:25])=[O:24])[CH:13]=1 |f:5.6.7,8.9|. Procedure details: A suspension of 3-{6-[2-(2,4-dichloro-phenyl)-ethylamino]-2-methoxy-pyrimidin-4-yl}-benzoic acid [0.2 g, Example 35(w)] in DCM and MeOH is treated with a saturated solution of hydrogen chloride in EtOAc (0.5 mL), and chromatographed on silica gel eluting with 10% MeOH in DCM to provide the product, which is dissolved in acetonitrile/water/hydrochloric acid, and lyophilized to give 3-{6-[2-(2,4-dichloro-phenyl)-ethylamino]-2-methoxy-pyrimidin-4-yl}-benzoic acid hydrochloride [172 mg, Example 15(b... Starting materials: CC(C)(C)c1nc2cc(S(=O)(=O)Cl)ccc2n1CC1CCOCC1, CN(C)c1ccncc1, CC#N, NC1CC1. Product: CC(C)(C)c1nc2cc(S(=O)(=O)NC3CC3)ccc2n1CC1CCOCC1. Reaction SMILES: [C:1]([CH3:2])([CH3:3])([CH3:4])[c:5]1[n:6][c:7]2[c:8]([n:9]1[CH2:10][CH:11]1[CH2:12][CH2:13][O:14][CH2:15][CH2:16]1)[cH:17][cH:18][c:19]([S:21](=[O:22])(=[O:23])[Cl:24])[cH:20]2.[CH3:29][N:30]([c:31]1[cH:32][cH:33][n:34][cH:35][cH:36]1)[CH3:37].[CH3:38][C:39]#[N:40].[CH:25]1([NH2:28])[CH2:26][CH2:27]1>>[C:1]([CH3:2])([CH3:3])([CH3:4])[c:5]1[n:6][c:7]2[c:8]([n:9]1[CH2:10][CH:11]1[CH2:12][CH2:13][O:14][CH2:15][CH2:16]1)[cH:17][cH:18][c:19]([S:21](=[O:22])(=[O:23])[NH:28][CH:25]1[CH2:26][CH2:27]1)[cH:20]2.